This data is from the Open Reaction Database (ORD), a public repository of structured organic reaction records. The task is: describe an organic reaction: reactants, conditions, products, and yield The reactants are CC1=NNC(=C1C)C=1C=C(C(=O)OC)C=CC1C (methyl 3-(3,4-dimethyl-1H-pyrazol-5-yl)-4-methylbenzoate), CC1=C(C(=O)OC)C=C(C(=C1)C)B1OC(C(O1)(C)C)(C)C (methyl 2,4-dimethyl-5-(4,4,5,5-tetramethyl-1,3,2-dioxaborolan-2-yl)benzoate), CC1=C(C(=O)OC)C=C(C(=C1)C)B1OC(C(O1)(C)C)(C)C (methyl 2,4-dimethyl-5-(4,4,5,5-tetramethyl-1,3,2-dioxaborolan-2-yl)benzoate), CC1=C(C=C(C(=O)OC)C=C1)B1OC(C(O1)(C)C)(C)C (Methyl 4-methyl-3-(4,4,5,5-tetramethyl-1,3,2-dioxaborolan-2-yl)benzoate). Procedure details: The title compound was prepared using standard chemical manipulations and procedures similar to those used for the preparation of compound 59.2, except methyl 2,4-dimethyl-5-(4,4,5,5-tetramethyl-1,3,2-dioxaborolan-2-yl)benzoate (compound 160.1) was used in place of methyl 4-methyl-3-(4,4,5,5-tetramethyl-1,3,2-dioxaborolan-2-yl)benzoate (compound 5.4). m/z (ES+) 259 (M+H)+. Reaction SMILES: [CH3:1][C:2]1[C:6]([CH3:7])=[C:5]([C:8]2[CH:9]=[C:10]([CH:15]=[CH:16][C:17]=2[CH3:18])[C:11]([O:13][CH3:14])=[O:12])[NH:4][N:3]=1.[CH3:19]C1C=C(C)C(B2OC(C)(C)C(C)(C)O2)=CC=1C(OC)=O.CC1C=CC(C(OC)=O)=CC=1B1OC(C)(C)C(C)(C)O1>>[CH3:1][C:2]1[C:6]([CH3:7])=[C:5]([C:8]2[C:17]([CH3:18])=[CH:16][C:15]([CH3:19])=[C:10]([CH:9]=2)[C:11]([O:13][CH3:14])=[O:12])[NH:4][N:3]=1. Yields the product CC1=NNC(=C1C)C=1C(=CC(=C(C(=O)OC)C1)C)C (Methyl 5-(3,4-dimethyl-1H-pyrazol-5-yl)-2,4-dimethylbenzoate).